From a dataset of the Open Reaction Database (ORD), a public repository of structured organic reaction records. describe an organic reaction: reactants, conditions, products, and yield Reactants: ClC=1C=CC=C2CCC(CC12)=O (8-chloro-3,4-dihydro-2(1H)-naphthalenone), [Cl-].[NH4+] (ammonium chloride), [C-]#N.[K+] (potassium cyanide). The solvent is C(C)O (ethanol), O (water). Reaction conditions: temperature 20 celsius, time 20 hour. The product is NC1(CC2=C(C=CC=C2CC1)Cl)C#N (2-Amino-2-cyano-8-chloro-1,2,3,4-tetrahydronaphthalene). RXN SMILES: [Cl:1][C:2]1[CH:3]=[CH:4][CH:5]=[C:6]2[C:11]=1[CH2:10][C:9](=O)[CH2:8][CH2:7]2.[C-:13]#[N:14].[K+].[Cl-].[NH4+:17]>C(O)C.O>[NH2:17][C:9]1([C:13]#[N:14])[CH2:8][CH2:7][C:6]2[C:11](=[C:2]([Cl:1])[CH:3]=[CH:4][CH:5]=2)[CH2:10]1 |f:1.2,3.4|. Procedure details: To a vigorously stirred solution, maintained under nitrogen, containing 43 mmol of 8-chloro-3,4-dihydro-2(1H)-naphthalenone in 60 ml of ethanol and 30 ml of water are successively added 44 mmol of potassium cyanide and 44 mmol of ammonium chloride. After stirring for 20 hours at 20° C., the mixture is concentrated under vacuum and the residue is taken up in 80 ml of ethyl acetate. This organic phase is washed with water and is then extracted with 1N hydrochloric acid. The aqueous phase is basifi... Reaction conditions: temperature 25 celsius, time 2.5 hour. Procedure details: 4-((3S)-1-{[1-(4-Chlorophenyl)cyclopropyl]carbonyl}pyrrolidin-3-yl)pyridine (20 mg, 0.00006 mol, example 24) was dissolved in dichloromethane (1 mL, 0.02 mol) and to this solution was added m-chloroperbenzoic acid (44 mg, 0.00015 mol). The reaction mixture was stirred at 25° C. for 2.5 h. The reaction mixture then was concentrated and the residue was diluted with NaHCO3 and methanol. The crude product was purified by prep-HPLC. LCMS: m/z 343.4 (M+H)+. Yields the product ClC1=CC=C(C=C1)C1(CC1)C(=O)N1C[C@@H](CC1)C1=CC=[N+](C=C1)[O-] (4-((3S)-1-{[1-(4-Chlorophenyl)cyclopropyl]carbonyl}pyrrolidin-3-yl)pyridine 1-oxide). RXN SMILES: [Cl:1][C:2]1[CH:7]=[CH:6][C:5]([C:8]2([C:11]([N:13]3[CH2:17][CH2:16][C@@H:15]([C:18]4[CH:23]=[CH:22][N:21]=[CH:20][CH:19]=4)[CH2:14]3)=[O:12])[CH2:10][CH2:9]2)=[CH:4][CH:3]=1.ClCCl.ClC1C=CC=C(C(OO)=[O:35])C=1>>[Cl:1][C:2]1[CH:7]=[CH:6][C:5]([C:8]2([C:11]([N:13]3[CH2:17][CH2:16][C@@H:15]([C:18]4[CH:23]=[CH:22][N+:21]([O-:35])=[CH:20][CH:19]=4)[CH2:14]3)=[O:12])[CH2:9][CH2:10]2)=[CH:4][CH:3]=1. Reactants: ClC1=CC=C(C=C1)C1(CC1)C(=O)N1C[C@@H](CC1)C1=CC=NC=C1 (4-((3S)-1-{[1-(4-Chlorophenyl)cyclopropyl]carbonyl}pyrrolidin-3-yl)pyridine), ClCCl (dichloromethane), ClC1=CC(=CC=C1)C(=O)OO (m-chloroperbenzoic acid). The reactants are CC(=O)C (acetone), O=C(C)C=C(C)C (mesityl oxide), [H][H] (hydrogen), CC(C)CC(C)O (MIBC). Run in CC(C)CC(=O)C (MIBK), C(C)(C)O (isopropanol), C(C)(C)O (Isopropanol). The product is C(C(C)C)C(=O)CC(C)C (diisobutylketone). As a reaction SMILES: [CH3:1][C:2]([CH3:4])=O.[H][H].[CH3:7][CH:8]([CH2:10][CH:11]([OH:13])[CH3:12])[CH3:9].O=C(C=C(C)C)C>CC(CC(C)=O)C.C(O)(C)C>[CH2:10]([C:11]([CH2:12][CH:2]([CH3:4])[CH3:1])=[O:13])[CH:8]([CH3:9])[CH3:7]. Reported procedure: As demonstrated by entries 4 and 5 in Table 1, at about 130° C., the conversion of the three-carbon feedstock starting from acetone and hydrogen is 16.4% and from isopropanol is 8.6%. Isopropanol becomes the major reaction product, while MIBC predominates over MIBK in the aldol product. Small amounts of mesityl oxide are also seen, however, no diisobutylketone is formed. Thus, 130° C. favors secondary alcohols over ketones and the conversion of three-carbon feedstock to aldol products is poor. The reactants are Br[Mg]c1ccccc1, O=C1CCN(C(=O)OCc2ccccc2)C(c2ccccc2)C1, C1CCOC1. The product is O=C(OCc1ccccc1)N1CCC(O)(c2ccccc2)CC1c1ccccc1. Reaction SMILES: [Br:24][Mg:25][c:26]1[cH:27][cH:28][cH:29][cH:30][cH:31]1.[CH2:1]([c:2]1[cH:3][cH:4][cH:5][cH:6][cH:7]1)[O:8][C:9](=[O:10])[N:11]1[CH:12]([c:18]2[cH:19][cH:20][cH:21][cH:22][cH:23]2)[CH2:13][C:14](=[O:17])[CH2:15][CH2:16]1.[CH2:32]1[O:33][CH2:34][CH2:35][CH2:36]1>>[CH2:1]([c:2]1[cH:3][cH:4][cH:5][cH:6][cH:7]1)[O:8][C:9](=[O:10])[N:11]1[CH:12]([c:18]2[cH:19][cH:20][cH:21][cH:22][cH:23]2)[CH2:13][C:14]([OH:17])([c:26]2[cH:27][cH:28][cH:29][cH:30][cH:31]2)[CH2:15][CH2:16]1. The reactants are CCC[O-], CCN(CC)CCS, CC(C)(C)COS(=O)(=O)c1cccc(-c2cccc(-c3nc(-c4ccc(C(F)(F)F)cc4)cc(C(F)(F)F)n3)c2)c1, [Na+], C1COCCO1. Product: O=S(=O)(O)c1cccc(-c2cccc(-c3nc(-c4ccc(C(F)(F)F)cc4)cc(C(F)(F)F)n3)c2)c1. Reaction SMILES: [CH2:42]([O-:43])[CH2:44][CH3:45].[CH2:47]([N:48]([CH2:49][CH3:50])[CH2:51][CH2:52][SH:53])[CH3:54].[CH3:1][C:2]([CH3:3])([CH3:40])[CH2:41][O:4][S:5](=[O:6])(=[O:7])[c:8]1[cH:9][c:10](-[c:14]2[cH:15][c:16](-[c:20]3[n:21][c:22](-[c:30]4[cH:31][cH:32][c:33]([C:36]([F:37])([F:38])[F:39])[cH:34][cH:35]4)[cH:23][c:24]([C:26]([F:27])([F:28])[F:29])[n:25]3)[cH:17][cH:18][cH:19]2)[cH:11][cH:12][cH:13]1.[Na+:46].[O:55]1[CH2:56][CH2:57][O:58][CH2:59][CH2:60]1>>[O:4]=[S:5](=[O:6])([OH:7])[c:8]1[cH:9][c:10](-[c:14]2[cH:15][c:16](-[c:20]3[n:21][c:22](-[c:30]4[cH:31][cH:32][c:33]([C:36]([F:37])([F:38])[F:39])[cH:34][cH:35]4)[cH:23][c:24]([C:26]([F:27])([F:28])[F:29])[n:25]3)[cH:17][cH:18][cH:19]2)[cH:11][cH:12][cH:13]1.